From a dataset of the Open Reaction Database (ORD), a public repository of structured organic reaction records. describe an organic reaction: reactants, conditions, products, and yield Reactants: C(=CC1=CC=CC=C1)C1=NC2=C(N1)C=CC=C2 (2-styryl-1H-benzimidazole), ClC1=NC(=CC=C1)Cl (2,6-dichloropyridine), N1=C(C=CC=C1)N1C(=NC2=C1C=CC=C2)\C=C\C2=CC=CC=C2 ((E)-1-(2-pyridyl)-2-styryl-1H-benzimidazole). Product: ClC1=CC=CC(=N1)N1C(=NC2=C1C=CC=C2)\C=C\C2=CC=CC=C2 ((E)-1-(6-Chloropyridin-2-yl)-2-styryl-1H-benzimidazole). As a reaction SMILES: [CH:1]([C:9]1[NH:13][C:12]2[CH:14]=[CH:15][CH:16]=[CH:17][C:11]=2[N:10]=1)=[CH:2][C:3]1[CH:8]=[CH:7][CH:6]=[CH:5][CH:4]=1.[Cl:18][C:19]1[CH:24]=[CH:23][CH:22]=[C:21](Cl)[N:20]=1.N1C=CC=CC=1N1C2C=CC=CC=2N=C1/C=C/C1C=CC=CC=1>>[Cl:18][C:19]1[N:20]=[C:21]([N:13]2[C:12]3[CH:14]=[CH:15][CH:16]=[CH:17][C:11]=3[N:10]=[C:9]2/[CH:1]=[CH:2]/[C:3]2[CH:4]=[CH:5][CH:6]=[CH:7][CH:8]=2)[CH:22]=[CH:23][CH:24]=1. Reported procedure: Free base of the titled compound was prepared from 2-styryl-1H-benzimidazole and 2,6-dichloropyridine according to the preparation of (E)-1-(2-pyridyl)-2-styryl-1H-benzimidazole (Example 1, method B). MW: 331.81; mp: 122.0-123.0° C.; 1H-NMR (DMSO) δ: 8.22 (1H, t, J=7.9 Hz), 7.91 (1H, d, J=16.1 Hz), 7.79-7.72 (3H, m), 7.67-7.63 (2H, m), 7.50-7.47 (1H, m), 746-7.28 (5H, m), 7.23 (1H, d, J=16.1 Hz). The reactants are CN (methanamine), CN(C)C=O (DMF), [H][H] (hydrogen), C(#N)C1=CC=C(CBr)C=C1 (4-cyanobenzyl bromide), ω-cyano-N,N-diethylbenzenemethanamine, CN(C)C=O (DMF), [H-].[Na+] (sodium hydride), C(C1=CC=CC=C1)Br (benzyl bromide). Run in C1(=CC=CC=C1)C (toluene). Reaction conditions: time 3 hour. Yields the product C(#N)C1=CC=C(C=C1)CC(=O)C1=CC=CC=C1 (2-(4-cyanophenyl)-1-phenylethanone). As a reaction SMILES: [C:1]([C:3]1[CH:10]=[CH:9][C:6]([CH2:7]Br)=[CH:5][CH:4]=1)#[N:2].[H-].[Na+].CN.[H][H].[CH2:17](Br)[C:18]1[CH:23]=[CH:22][CH:21]=[CH:20][CH:19]=1.CN(C=[O:29])C>C1(C)C=CC=CC=1>[C:1]([C:3]1[CH:10]=[CH:9][C:6]([CH2:7][C:17]([C:18]2[CH:23]=[CH:22][CH:21]=[CH:20][CH:19]=2)=[O:29])=[CH:5][CH:4]=1)#[N:2] |f:1.2|. Procedure: The 2-(4-cyanophenyl)-1-phenylethanone was synthesized from 4-cyanobenzyl bromide and ω-cyano-N,N-diethylbenzenemethanamine: 3.95 g (0.16 mol) of sodium hydride was suspended in 80 mL of DMF under nitrogen and 29.9 g (0.16 mol) of the methanamine in 20 mL of DMF was added dropwise. When evolution of hydrogen had ceased, 31.2 g (0.16 mol) of the benzyl bromide in 30 mL of toluene was added and the reaction stirred 3 hr at room temperature. The reaction was stripped, 300 mL of 6N HCL was added and... The reactants are [N+](=O)([O-])C1=CC(=NC=C1)C(=O)OC (methyl 4-nitropyridin-2-ylcarboxylate). Reagents/catalysts: [Pd] (Pd/C). The solvent is CO (methanol). Reaction conditions: time 8 hour. The product is NC1=CC(=NC=C1)C(=O)OC (Methyl 4-aminopyridin-2-ylcarboxylate). Isolated yield 94.1%. As a reaction SMILES: [N+:1]([C:4]1[CH:9]=[CH:8][N:7]=[C:6]([C:10]([O:12][CH3:13])=[O:11])[CH:5]=1)([O-])=O>CO.[Pd]>[NH2:1][C:4]1[CH:9]=[CH:8][N:7]=[C:6]([C:10]([O:12][CH3:13])=[O:11])[CH:5]=1. Procedure: A solution of methyl 4-nitropyridin-2-ylcarboxylate (0.7 g) (Deady et. al., Aus. J. Chem. 24 (1971)385-390) in methanol (30 ml) was treated with 10% Pd/C (0.3 g) and stirred under hydrogen at atmospheric pressure overnight. The solution was filtered and evaporated to yield the title compound (0.55 g). NMR δ(CDCl3) 3.97(3H,s), 4.34(2H, broad), 6.65(1H,dd), 7.39(1H,d), 8.32(1H,d). The reactants are CNCCO, O=[N+]([O-])c1ccc(CCBr)cc1, Cc1ccccc1C. Yields the product CN(CCO)CCc1ccc([N+](=O)[O-])cc1. Reaction SMILES: [CH3:13][NH:14][CH2:15][CH2:16][OH:17].[N+:1](=[O:2])([O-:3])[c:4]1[cH:5][cH:6][c:7]([CH2:8][CH2:9][Br:10])[cH:11][cH:12]1.[c:18]1([CH3:19])[c:20]([CH3:21])[cH:22][cH:23][cH:24][cH:25]1>>[N+:1](=[O:2])([O-:3])[c:4]1[cH:5][cH:6][c:7]([CH2:8][CH2:9][N:14]([CH3:13])[CH2:15][CH2:16][OH:17])[cH:11][cH:12]1. Reactants: ClC1=C(C=CC=C1)S(=O)(=O)NCC1=CN=C(S1)C1=CC(=CC=C1)S(=O)(=O)C (2-chloro-N-[2-(3-methanesulfonyl-phenyl)-thiazol-5-ylmethyl]-benzenesulfonamide), C(C1=CC=CC=C1)(=O)Cl (benzoyl chloride), C(C)(C)N(C(C)C)CC (N,N-diisopropyl ethyl amine). Run in ClCCl (dichloromethane). Yields the product C(C1=CC=CC=C1)(=O)N(S(=O)(=O)C1=C(C=CC=C1)Cl)CC1=CN=C(S1)C1=CC(=CC=C1)S(=O)(=O)C (N-benzoyl-2-chloro-N-[2-(3-methanesulfonyl-phenyl)-thiazol-5-ylmethyl]-benzenesulfonamide). As a reaction SMILES: [Cl:1][C:2]1[CH:7]=[CH:6][CH:5]=[CH:4][C:3]=1[S:8]([NH:11][CH2:12][C:13]1[S:17][C:16]([C:18]2[CH:23]=[CH:22][CH:21]=[C:20]([S:24]([CH3:27])(=[O:26])=[O:25])[CH:19]=2)=[N:15][CH:14]=1)(=[O:10])=[O:9].[C:28](Cl)(=[O:35])[C:29]1[CH:34]=[CH:33][CH:32]=[CH:31][CH:30]=1.C(N(CC)C(C)C)(C)C>ClCCl>[C:28]([N:11]([CH2:12][C:13]1[S:17][C:16]([C:18]2[CH:23]=[CH:22][CH:21]=[C:20]([S:24]([CH3:27])(=[O:25])=[O:26])[CH:19]=2)=[N:15][CH:14]=1)[S:8]([C:3]1[CH:4]=[CH:5][CH:6]=[CH:7][C:2]=1[Cl:1])(=[O:10])=[O:9])(=[O:35])[C:29]1[CH:34]=[CH:33][CH:32]=[CH:31][CH:30]=1. Procedure: In analogy to example 6, 2-chloro-N-[2-(3-methanesulfonyl-phenyl)-thiazol-5-ylmethyl]-benzenesulfonamide (example 10, step 2) was reacted with benzoyl chloride and N,N-diisopropyl ethyl amine in dichloromethane to give N-benzoyl-2-chloro-N-[2-(3-methanesulfonyl-phenyl)-thiazol-5-ylmethyl]-benzenesulfonamide as a colorless solid. MS: 548.7 ([M+H]+)